From a dataset of the Open Reaction Database (ORD), a public repository of structured organic reaction records. describe an organic reaction: reactants, conditions, products, and yield The reactants are CC1(NC(=O)OCc2ccccc2)CCNCC1, CCN(C(C)C)C(C)C, Clc1ccc(Cl)nc1, C1COCCO1. Yields the product CC1(NC(=O)OCc2ccccc2)CCN(c2ccc(Cl)cn2)CC1. As a reaction SMILES: [CH2:1]([c:2]1[cH:3][cH:4][cH:5][cH:6][cH:7]1)[O:8][C:9]([NH:10][C:11]1([CH3:17])[CH2:12][CH2:13][NH:14][CH2:15][CH2:16]1)=[O:18].[CH:27]([N:28]([CH:29]([CH3:30])[CH3:31])[CH2:32][CH3:33])([CH3:34])[CH3:35].[Cl:19][c:20]1[n:21][cH:22][c:23]([Cl:26])[cH:24][cH:25]1.[O:36]1[CH2:37][CH2:38][O:39][CH2:40][CH2:41]1>>[CH2:1]([c:2]1[cH:3][cH:4][cH:5][cH:6][cH:7]1)[O:8][C:9]([NH:10][C:11]1([CH3:17])[CH2:12][CH2:13][N:14]([c:20]2[n:21][cH:22][c:23]([Cl:26])[cH:24][cH:25]2)[CH2:15][CH2:16]1)=[O:18]. Starting materials: ClC1=C(C(=CC=C1)F)C(C(=O)OCC)C(=O)OCC (diethyl (2-chloro-6-fluorophenyl)malonate), Cl.NC=1NC=CN1 (aminoimidazole hydrochloride), C1CC2=NCCCN2C1 (1,5-diazabicyclo[4.3.0]-5-nonene). Solvent: CN(C=O)C (N,N-dimethylformamide). Run at temperature 100 celsius. Yields the product OC1=C(C(=NC=2N1C=CN2)O)C2=C(C=CC=C2F)Cl.C1CC2=NCCCN2C1 (5,7-dihydroxy-6-(2-chloro-6-fluorophenyl)imidazo[1,2-a]pyrimidine DBN). Isolated yield 44.5%. As a reaction SMILES: [Cl:1][C:2]1[CH:7]=[CH:6][CH:5]=[C:4]([F:8])[C:3]=1[CH:9]([C:15]([O:17]CC)=O)[C:10]([O:12]CC)=O.Cl.[NH2:21][C:22]1[NH:23][CH:24]=[CH:25][N:26]=1.[CH2:27]1[CH2:35][N:34]2[C:29](=[N:30][CH2:31][CH2:32][CH2:33]2)[CH2:28]1>CN(C)C=O>[OH:17][C:15]1[N:23]2[CH:24]=[CH:25][N:26]=[C:22]2[N:21]=[C:10]([OH:12])[C:9]=1[C:3]1[C:4]([F:8])=[CH:5][CH:6]=[CH:7][C:2]=1[Cl:1].[CH2:27]1[CH2:35][N:34]2[C:29](=[N:30][CH2:31][CH2:32][CH2:33]2)[CH2:28]1 |f:1.2,5.6|. Procedure: A mixture of 2.89 g of diethyl (2-chloro-6-fluorophenyl)malonate, 1.20 g of aminoimidazole hydrochloride, 2.48 g of 1,5-diazabicyclo[4.3.0]-5-nonene (DBN) and 10 ml of N,N-dimethylformamide (DMF) was heated at 100° C. for 4 hours. The reaction mixture was allowed to cool, filtered the precipitate and dried to give 1.80 g of 5,7-dihydroxy-6-(2-chloro-6-fluorophenyl)imidazo[1,2-a]pyrimidine DBN salt. Starting materials: ClC1=NC(=NC(=N1)NC1=CC(=C(C=C1)OC)Cl)NC(CCC)CCC (6-Chloro-N-(3-chloro-4-methoxy-phenyl)-N′-(1-propyl-butyl)-[1,3,5]triazine-2,4-diamine), CN1CCC(CC1)NC (N-methyl-4(methylamino)piperidine), [OH-].[Na+] (NaOH), Cl (HCl). Run in O1CCOCC1 (1,4-dioxane), CC(=O)C (acetone). Run at temperature 80 celsius, time 2 hour. The product is [OH-].[NH4+] (ammonium hydroxide), ClC=1C=C(C=CC1OC)NC1=NC(=NC(=N1)N(C1CCN(CC1)C)C)NC(CCC)CCC (N-(3-Chloro-4-methoxy-phenyl)-N′-methyl-N′-(1-methyl-piperidin-4-yl)-N″-(1-propyl-butyl)-[1,3,5]triazine-2,4,6-triamine). The yield is 40.8%. RXN SMILES: Cl[C:2]1[N:7]=[C:6]([NH:8][C:9]2[CH:14]=[CH:13][C:12]([O:15][CH3:16])=[C:11]([Cl:17])[CH:10]=2)[N:5]=[C:4]([NH:18][CH:19]([CH2:23][CH2:24][CH3:25])[CH2:20][CH2:21][CH3:22])[N:3]=1.[CH3:26][N:27]1[CH2:32][CH2:31][CH:30]([NH:33][CH3:34])[CH2:29][CH2:28]1.[OH-].[Na+].Cl>O1CCOCC1.CC(C)=O>[OH-:15].[NH4+:3].[Cl:17][C:11]1[CH:10]=[C:9]([NH:8][C:6]2[N:7]=[C:2]([N:33]([CH3:34])[CH:30]3[CH2:31][CH2:32][N:27]([CH3:26])[CH2:28][CH2:29]3)[N:3]=[C:4]([NH:18][CH:19]([CH2:23][CH2:24][CH3:25])[CH2:20][CH2:21][CH3:22])[N:5]=2)[CH:14]=[CH:13][C:12]=1[O:15][CH3:16] |f:2.3,7.8|. Procedure: To a sample of 104 (0.363 g, 1.0 mmol) dissolved in 1,4-dioxane (6 mL) was added a solution of N-methyl-4(methylamino)piperidine (0.15 mL, 1.0 mmol) in acetone (1 mL) followed by addition of a NaOH solution (0.0414 g, 1.0 mmol dissolved in 1 mL of H2O). The reaction mixture was allowed to stir at about 80° C. for about about 2 hours. The reaction mixture was poured over crushed ice and neutralized with 10% HCl (aq). The resulting solid was collected by vacuum filtration, washed with water and dr... Starting materials: CCCCc1ccc(C#Cc2ccc(Br)cc2)cc1, C1CCOC1, [Li]CCCC, CN(C)C=O. The product is CCCCc1ccc(C#Cc2ccc(C=O)cc2)cc1. RXN SMILES: [Br:1][c:2]1[cH:3][cH:4][c:5]([C:8]#[C:9][c:10]2[cH:11][cH:12][c:13]([CH2:16][CH2:17][CH2:18][CH3:19])[cH:14][cH:15]2)[cH:6][cH:7]1.[CH2:30]1[O:31][CH2:32][CH2:33][CH2:34]1.[CH3:20][CH2:21][CH2:22][CH2:23][Li:24].[O:25]=[CH:26][N:27]([CH3:28])[CH3:29]>>[c:2]1([CH:26]=[O:25])[cH:3][cH:4][c:5]([C:8]#[C:9][c:10]2[cH:11][cH:12][c:13]([CH2:16][CH2:17][CH2:18][CH3:19])[cH:14][cH:15]2)[cH:6][cH:7]1. The reactants are E9, ClC=1C=C(C=NC1)OC1=C(C=C(C=C1)CO)F ((4-((5-chloropyridin-3-yl)oxy)-3-fluorophenyl)methanol), C(C)(C)(C)OC(=O)N1C(CN2C(N=C(C=C21)Cl)=O)(C)C (tert-butyl-7-chloro-2,2-dimethyl-5-oxo-2,3-dihydroimidazo[1,2-c]pyrimidine-1(5H)-carboxylate). Product: ClC=1C=C(C=NC1)OC1=C(C=C(COC=2C=C3N(C(N2)=O)CC(N3)(C)C)C=C1)F (7-((4-((5-chloropyridin-3-yl)oxy)-3-fluorobenzyl)oxy)-2,2-dimethyl-2,3-dihydroimidazo[1,2-c]pyrimidin-5(1H)-one). RXN SMILES: [Cl:1][C:2]1[CH:3]=[C:4]([O:8][C:9]2[CH:14]=[CH:13][C:12]([CH2:15][OH:16])=[CH:11][C:10]=2[F:17])[CH:5]=[N:6][CH:7]=1.C(OC([N:25]1[C:33]2[N:28]([C:29](=[O:35])[N:30]=[C:31](Cl)[CH:32]=2)[CH2:27][C:26]1([CH3:37])[CH3:36])=O)(C)(C)C>>[Cl:1][C:2]1[CH:3]=[C:4]([O:8][C:9]2[CH:14]=[CH:13][C:12]([CH2:15][O:16][C:31]3[CH:32]=[C:33]4[NH:25][C:26]([CH3:37])([CH3:36])[CH2:27][N:28]4[C:29](=[O:35])[N:30]=3)=[CH:11][C:10]=2[F:17])[CH:5]=[N:6][CH:7]=1. Reported procedure: The title compound was prepared by a procedure similar to that described for E9 starting from (4-((5-chloropyridin-3-yl)oxy)-3-fluorophenyl)methanol and tert-butyl-7-chloro-2,2-dimethyl-5-oxo-2,3-dihydroimidazo[1,2-c]pyrimidine-1(5H)-carboxylate. Reactants: C([O-])(O)=O.[Na+] (sodium bicarbonate), alcohol, C1=CC=CC=C1 (benzene), CCOCC (ether), C(CO)O (ethylene glycol), C1(=CC=C(C=C1)S(=O)(=O)O)C (p-toluenesulfonic acid), ketal. Yields the product C1OC2(C[C@H]3C[C@H]([C@@H]([C@H]3C2)CO)OC(C2=CC=CC=C2)=O)OC1 ((1R,5S,6S,7R)-3,3-Ethylenedioxy-7-benzoyloxy-6-hydroxymethylbicyclo[3,3,0]octane). RXN SMILES: [CH2:1]([OH:4])[CH2:2][OH:3].[C:5]1([CH3:15])[CH:10]=[CH:9][C:8](S(O)(=O)=O)=[CH:7][CH:6]=1.[CH:16]1[CH:21]=[CH:20][CH:19]=[CH:18][CH:17]=1.[C:22](=[O:25])(O)[O-:23].[Na+].CC[O:29][CH2:30][CH3:31]>>[CH2:2]1[CH2:1][O:4][C:8]2([CH2:7][C@H:6]3[C@H:10]([CH2:5][C@@H:15]([O:23][C:22](=[O:25])[C:16]4[CH:21]=[CH:20][CH:19]=[CH:18][CH:17]=4)[C@@H:31]3[CH2:30][OH:29])[CH2:9]2)[O:3]1 |f:3.4|. Procedure details: 320 mg. of the alcohol prepared according to Reference Example 1(o), 0.5 ml. of ethylene glycol, 4 mg. of p-toluenesulfonic acid, and 10 ml. of benzene are agitated for 1.5 hours with the use of a water trap at reflux temperature. The mixture is cooled, diluted with ether, shaken once with 4% sodium bicarbonate solution, washed neutral with water, dried over magnesium sulfate, and evaporated under vacuum, thus obtaining 390 mg. of the ketal as a colorless oil. The reactants are [N+](=O)([O-])C1=C2C=CC(=NC2=CC=C1)Cl (5-nitro-2-chloroquinoline), CC1=CC=C(O1)CN (5-methyl-2-furanmethanamine), CN1C(=CC=C1)C=O (1-methylpyrrol-2-carbaldehyde). Reaction SMILES: [N+:1]([C:4]1[CH:13]=[CH:12][CH:11]=[C:10]2[C:5]=1[CH:6]=[CH:7][C:8](Cl)=[N:9]2)([O-])=O.[CH3:15][C:16]1[O:20][C:19]([CH2:21][NH2:22])=[CH:18][CH:17]=1.[CH3:23][N:24]1[CH:28]=[CH:27][CH:26]=[C:25]1[CH:29]=O>>[CH3:15][C:16]1[O:20][C:19]([CH2:21][NH:22][C:8]2[CH:7]=[CH:6][C:5]3[C:4]([NH:1][CH2:29][C:25]4[N:24]([CH3:23])[CH:28]=[CH:27][CH:26]=4)=[CH:13][CH:12]=[CH:11][C:10]=3[N:9]=2)=[CH:18][CH:17]=1. Product: CC1=CC=C(O1)CNC1=NC=2C=CC=C(C2C=C1)NCC=1N(C=CC1)C (N2-(5-Methyl-furan-2-ylmethyl)-N5-(1-methyl-1H-pyrrol-2-ylmethyl)-quinoline-2,5-diamine). Procedure details: The title compound, MS: m/e=347.3 (M+H+), was prepared from 5-nitro-2-chloroquinoline, 5-methyl-2-furanmethanamine and 1-methylpyrrol-2-carbaldehyde as described in example 26. The reactants are BrC=1C=C(CC2=NC(=NO2)C)C=CC1 (5-(3-bromobenzyl)-3-methyl-1,2,4-oxadiazole), [Cl-].C(C)(C)(C)OC(C[Zn+])=O (2-tert-butoxy-2-oxoethylzinc chloride). The reagents and catalysts are CC(C)([P](C(C)(C)C)([Pd][P](C(C)(C)C)(C(C)(C)C)C(C)(C)C)C(C)(C)C)C (Bis(tri-t-butylphosphine)palladium(0)). The solvent is O1CCOCC1 (dioxane). Run at time 20 hour. Product: CC1=NOC(=N1)CC=1C=C(C=CC1)CC(=O)OC(C)(C)C (tert-butyl 2-(3-((3-methyl-1,2,4-oxadiazol-5-yl)methyl)phenyl)acetate). Isolated yield 52.8%. RXN SMILES: Br[C:2]1[CH:3]=[C:4]([CH:12]=[CH:13][CH:14]=1)[CH2:5][C:6]1[O:10][N:9]=[C:8]([CH3:11])[N:7]=1.[Cl-].[C:16]([O:20][C:21](=[O:24])[CH2:22][Zn+])([CH3:19])([CH3:18])[CH3:17]>O1CCOCC1.CC(C)([P](C(C)(C)C)([Pd][P](C(C)(C)C)(C(C)(C)C)C(C)(C)C)C(C)(C)C)C>[CH3:11][C:8]1[N:7]=[C:6]([CH2:5][C:4]2[CH:3]=[C:2]([CH2:22][C:21]([O:20][C:16]([CH3:19])([CH3:18])[CH3:17])=[O:24])[CH:14]=[CH:13][CH:12]=2)[O:10][N:9]=1 |f:1.2,^1:33,39|. Reported procedure: To a solution of 5-(3-bromobenzyl)-3-methyl-1,2,4-oxadiazole 1098 (0.50 g, 1.97 mmol) in dioxane (1 mL), under an atmosphere of Argon, was added Bis(tri-t-butylphosphine)palladium(0) (0.15 g, 0.295 mmol) followed by the addition of 2-tert-butoxy-2-oxoethylzinc chloride (0.5 M in diethyl ether, 4.92 mmol, 9.84 mL). The mixture was allowed to stir under argon for 20 hours and the volatiles were removed under reduced pressure. The residue was taken up in EtOAc (10 mL) and washed with water (2×5 mL)... The reactants are C(C)N1CCOCC1 (N-ethylmorpholine), C1CCC(CC1)N=C=NC2CCCCC2 (DCC), Cl.C(N)(=N)C1=CC=C(C=CC(=O)O)C=C1 (4-amidinocinnamic acid hydrochloride), Cl.NCCN(C(=O)OCC1C2=CC=CC=C2C=2C=CC=CC12)CC(=O)OC (methyl N-(2-aminoethyl)-N-(9-fluorenylmethoxycarbonyl)aminoacetate hydrochloride), OC1=CC=CC=2NN=NC21 (hydroxybenzotriazole). Run in CN(C=O)C (dimethylformamide). Reaction conditions: temperature 0 celsius, time 1 hour. The product is Cl.NN=CC1=CC=C(C=C1)C=CC(=O)NCCN(C(=O)OCC1C2=CC=CC=C2C=2C=CC=CC12)CC(=O)OC (Methyl N-(2-(3-(4-(aminoiminomethyl)phenyl)acryloylamino)ethyl)-N-(9-fluorenylmethoxycarbonyl)aminoacetate hydrochloride). As a reaction SMILES: C([N:3]1CCOCC1)C.C1CCC(N=C=NC2CCCCC2)CC1.[ClH:24].[C:25]([C:28]1[CH:38]=[CH:37][C:31]([CH:32]=[CH:33][C:34]([OH:36])=O)=[CH:30][CH:29]=1)(=[NH:27])N.Cl.[NH2:40][CH2:41][CH2:42][N:43]([CH2:61][C:62]([O:64][CH3:65])=[O:63])[C:44]([O:46][CH2:47][CH:48]1[C:60]2[CH:59]=[CH:58][CH:57]=[CH:56][C:55]=2[C:54]2[C:49]1=[CH:50][CH:51]=[CH:52][CH:53]=2)=[O:45].OC1C2N=NNC=2C=CC=1>CN(C)C=O>[ClH:24].[NH2:3][N:27]=[CH:25][C:28]1[CH:29]=[CH:30][C:31]([CH:32]=[CH:33][C:34]([NH:40][CH2:41][CH2:42][N:43]([CH2:61][C:62]([O:64][CH3:65])=[O:63])[C:44]([O:46][CH2:47][CH:48]2[C:49]3[CH:50]=[CH:51][CH:52]=[CH:53][C:54]=3[C:55]3[C:60]2=[CH:59][CH:58]=[CH:57][CH:56]=3)=[O:45])=[O:36])=[CH:37][CH:38]=1 |f:2.3,4.5,8.9|. Reported procedure: 0.7 g (6 mmol) of N-ethylmorpholine and 0.8 g (4 mmol) of DCC are added, at 0° C., to 0.7 g (3 mmol) of 4-amidinocinnamic acid hydrochloride, 1.2 g (3 mmol) of methyl N-(2-aminoethyl)-N-(9-fluorenylmethoxycarbonyl)aminoacetate hydrochloride and 0.4 g (3 mmol) of hydroxybenzotriazole in 20 ml of dimethylformamide. The mixture is stirred at 0° C. for one hour and then at room temperature for 20 h, filtered from the precipitated urea and concentrated. The residue is taken up in ethyl acetate and wa... Starting materials: BrC=1C=C(C2=C(CC(O2)C2CCN(CC2)C2=NC=C(C=N2)CCC)C1)F (2-(4-(5-Bromo-7-fluoro-2,3-dihydrobenzofuran-2-yl)piperidin-1-yl)-5-propylpyrimidine), CC1(OB(OC1(C)C)C1=CCN(CC1)C(=O)OC(C)(C)C)C (tert-butyl 4-(4,4,5,5-tetramethyl-1,3,2-dioxaborolan-2-yl)-5,6-dihydropyridine-1(2H)-carboxylate), FC1=CC(=CC=2CC(OC21)C2(CCN(CC2)C2=NC=C(C=N2)CCC)O)C2=CCN(CC2)C(=O)OC(C)(C)C (tert-Butyl 4-(7-fluoro-2-(4-hydroxy-1-(5-propylpyrimidin-2-yl)piperidin-4-yl)-2,3-dihydrobenzofuran-5-yl)-5,6-dihydropyridine-1(2H)-carboxylate). The product is FC1=CC(=CC=2CC(OC21)C2CCN(CC2)C2=NC=C(C=N2)CCC)C2=CCN(CC2)C(=O)OC(C)(C)C (tert-Butyl 4-(7-fluoro-2-(1-(5-propylpyrimidin-2-yl)piperidin-4-yl)-2,3-dihydrobenzofuran-5-yl)-5,6-dihydropyridine-1(2H)-carboxylate). As a reaction SMILES: BrC1C=C(F)C2OC(C3CCN(C4N=CC(CCC)=CN=4)CC3)CC=2C=1.CC1(C)C(C)(C)OB(C2CCN(C(OC(C)(C)C)=O)CC=2)O1.[F:49][C:50]1[C:58]2[O:57][CH:56]([C:59]3(O)[CH2:64][CH2:63][N:62]([C:65]4[N:70]=[CH:69][C:68]([CH2:71][CH2:72][CH3:73])=[CH:67][N:66]=4)[CH2:61][CH2:60]3)[CH2:55][C:54]=2[CH:53]=[C:52]([C:75]2[CH2:80][CH2:79][N:78]([C:81]([O:83][C:84]([CH3:87])([CH3:86])[CH3:85])=[O:82])[CH2:77][CH:76]=2)[CH:51]=1>>[F:49][C:50]1[C:58]2[O:57][CH:56]([CH:59]3[CH2:60][CH2:61][N:62]([C:65]4[N:70]=[CH:69][C:68]([CH2:71][CH2:72][CH3:73])=[CH:67][N:66]=4)[CH2:63][CH2:64]3)[CH2:55][C:54]=2[CH:53]=[C:52]([C:75]2[CH2:80][CH2:79][N:78]([C:81]([O:83][C:84]([CH3:85])([CH3:87])[CH3:86])=[O:82])[CH2:77][CH:76]=2)[CH:51]=1. Reported procedure: Compound 3G was prepared from Compound 3F and tert-butyl 4-(4,4,5,5-tetramethyl-1,3,2-dioxaborolan-2-yl)-5,6-dihydropyridine-1(2H)-carboxylate in a similar manner to the procedure described for Compound 1I in Example 1. 1H NMR (500 MHz, CDCl3) δ ppm 8.15 (s, 2 H), 6.96 (s, 1 H), 6.92 (d, J=12.1 Hz, 1 H), 5.91 (br. s., 1 H), 4.81 (dd, J=13.3, 1.2 Hz, 2 H), 4.61-4.71 (m, 1 H), 4.04 (d, J=1.9 Hz, 2H), 3.61 (t, J=5.6 Hz, 2 H), 3.24 (dd, J=15.7, 9.1 Hz, 1 H), 3.04 (dd, J=15.7, 8.3 Hz, 1 H), 2.78-2.91...